This data is from the Open Reaction Database (ORD), a public repository of structured organic reaction records. The task is: describe an organic reaction: reactants, conditions, products, and yield Reactants: C(=O)(Cl)Cl (Phosgene), C1OCC2=C1C=CC=C2S(=O)(=O)N (1,3-dihydrobenzo[c]furan-4-sulfonamide), C(CCC)N=C=O (butyl isocyanate), C1CN2CCN1CC2 (DABCO), C(=O)(Cl)Cl (phosgene). Run in C=1(C(=CC=CC1)C)C (xylene). The product is C1OCC2=C1C=CC=C2S(=O)(=O)N=C=O (1,3-dihydrobenzo[c]furan-4-sulfonyl isocyanate). RXN SMILES: [CH2:1]1[C:5]2[CH:6]=[CH:7][CH:8]=[C:9]([S:10]([NH2:13])(=[O:12])=[O:11])[C:4]=2[CH2:3][O:2]1.C(N=[C:19]=[O:20])CCC.C1N2CCN(CC2)C1.C(Cl)(Cl)=O>C1(C)C(C)=CC=CC=1>[CH2:1]1[C:5]2[CH:6]=[CH:7][CH:8]=[C:9]([S:10]([N:13]=[C:19]=[O:20])(=[O:11])=[O:12])[C:4]=2[CH2:3][O:2]1. Procedure: A mixture of 7.0 g of 1,3-dihydrobenzo[c]furan-4-sulfonamide, 4.0 ml of butyl isocyanate, 0.1 g of DABCO® and 150 ml xylene was heated to reflux. Phosgene (3.1 ml) was added in small portions to the reaction mixture while maintaining the reaction temperature >130°. When addition of phosgene was complete, the reaction mixture was heated to reflux (128°) for 1 hour, then cooled under nitrogen. The reaction mixture was filtered under nitrogen, and the filtrate was concentrated in vacuo to give 1,3-... The reactants are O=C([O-])O, Cc1ccccc1, Cc1sc(-c2ccc(C(F)(F)F)cc2)cc1C(O)C1CCCCC1, [Na+], O=S(Cl)Cl. The product is Cc1sc(-c2ccc(C(F)(F)F)cc2)cc1C(Cl)C1CCCCC1. As a reaction SMILES: [C:29](=[O:30])([O-:31])[OH:32].[CH3:34][c:35]1[cH:36][cH:37][cH:38][cH:39][cH:40]1.[CH:1]1([CH:7]([OH:8])[c:9]2[c:10]([CH3:24])[s:11][c:12](-[c:14]3[cH:15][cH:16][c:17]([C:20]([F:21])([F:22])[F:23])[cH:18][cH:19]3)[cH:13]2)[CH2:2][CH2:3][CH2:4][CH2:5][CH2:6]1.[Na+:33].[S:25]([Cl:26])([Cl:27])=[O:28]>>[CH:1]1([CH:7]([c:9]2[c:10]([CH3:24])[s:11][c:12](-[c:14]3[cH:15][cH:16][c:17]([C:20]([F:21])([F:22])[F:23])[cH:18][cH:19]3)[cH:13]2)[Cl:27])[CH2:2][CH2:3][CH2:4][CH2:5][CH2:6]1.